Dataset: the Open Reaction Database (ORD), a public repository of structured organic reaction records. Task: describe an organic reaction: reactants, conditions, products, and yield The reactants are N1CC(CCC1)C(C)NC1=NC=CC(=N1)N1C=NC2=C1C=CC=C2 (2-[1-(Piperidin-3-yl)-ethylamino]-4-[benzimidazol-1-yl]pyrimidine), CN(CC(=O)O)C (N,N-dimethylglycine), Cl.CN(CCCN=C=NCC)C (1-(3-dimethylaminopropyl)-3-ethylcarbodiimide hydrochloride). Solvent: CCOC(=O)C (EtOAc), C(Cl)Cl (CH2Cl2). Run at time 4.5 hour. Product: CN(C)CC(=O)N1CC(CCC1)C(C)NC1=NC=CC(=N1)N1C=NC2=C1C=CC=C2 (2-[1-(1-(N,N-Dimethylaminoacetyl)piperidin-3-yl)-ethylamino]-4-[benzimidazol-1-yl]pyrimidine). As a reaction SMILES: [NH:1]1[CH2:6][CH2:5][CH2:4][CH:3]([CH:7]([NH:9][C:10]2[N:15]=[C:14]([N:16]3[C:20]4[CH:21]=[CH:22][CH:23]=[CH:24][C:19]=4[N:18]=[CH:17]3)[CH:13]=[CH:12][N:11]=2)[CH3:8])[CH2:2]1.[CH3:25][N:26]([CH3:31])[CH2:27][C:28](O)=[O:29].Cl.CN(C)CCCN=C=NCC>C(Cl)Cl.CCOC(C)=O>[CH3:25][N:26]([CH2:27][C:28]([N:1]1[CH2:6][CH2:5][CH2:4][CH:3]([CH:7]([NH:9][C:10]2[N:15]=[C:14]([N:16]3[C:20]4[CH:21]=[CH:22][CH:23]=[CH:24][C:19]=4[N:18]=[CH:17]3)[CH:13]=[CH:12][N:11]=2)[CH3:8])[CH2:2]1)=[O:29])[CH3:31] |f:2.3|. Reported procedure: To a solution of 2-[1-(piperidin-3-yl)-ethylamino]-4-[benziniidazol-1-yl]pyrimidine (EXAMPLE 18) (21 mg, 0.065 mmol) in CH2Cl2 (0.6 mL) was added N,N-dimethylglycine (10 mg, 0.098 mmol) followed by 1-(3-dimethylaminopropyl)-3-ethylcarbodiimide hydrochloride (19 mg, 0.098 mmol) at room temperature. After stirring for 4.5 h, the reaction mixture was diluted with EtOAc (5 mL) and was washed with H2O (2×2 mL) and brine. The organic layer was dried over Na2SO4. After removal of the solvent, the crude... Starting materials: CC(=O)OC1CCC2C(C(=O)O)CCC12, [Cl-], [NH4+], C1CCOC1. Product: CC(=O)OC1CCC2C(CO)CCC12. Reaction SMILES: [C:1]([CH3:2])(=[O:3])[O:4][CH:5]1[CH:6]2[CH2:7][CH2:8][CH:9]([C:13](=[O:14])[OH:15])[CH:10]2[CH2:11][CH2:12]1.[Cl-:16].[NH4+:17].[O:18]1[CH2:19][CH2:20][CH2:21][CH2:22]1>>[C:1]([CH3:2])(=[O:3])[O:4][CH:5]1[CH:6]2[CH2:7][CH2:8][CH:9]([CH2:13][OH:14])[CH:10]2[CH2:11][CH2:12]1. Procedure details: To a solution of 2-chloro-6-(isopropylamino)benzaldehyde (1.1 g, 5.57 mmol, step 3) in methanol (10 mL) was added ethylenediamine (0.186 mL, 2.78 mmol) and acetic acid (0.319 mL, 5.57 mmol). Meldrum's acid (1.6 g, 11.1 mmol) was added to the mixture at 0° C. Then, the mixture was stirred at room temperature for 16 h. The formed precipitate was filtrated and washed with methanol. The filtrate was evaporated and crystallized from methanol to give 200 mg (14%) of the title compound as a white solid... RXN SMILES: [Cl:1][C:2]1[CH:9]=[CH:8][CH:7]=[C:6]([NH:10][CH:11]([CH3:13])[CH3:12])[C:3]=1[CH:4]=O.C(N)CN.C(O)(=O)C.CC1(C)O[C:28](=[O:29])[CH2:27][C:25](=[O:26])[O:24]1>CO>[Cl:1][C:2]1[CH:9]=[CH:8][CH:7]=[C:6]2[C:3]=1[CH:4]=[C:27]([C:25]([OH:26])=[O:24])[C:28](=[O:29])[N:10]2[CH:11]([CH3:13])[CH3:12]. The product is ClC1=C2C=C(C(N(C2=CC=C1)C(C)C)=O)C(=O)O (5-Chloro-1-isopropyl-2-oxo-1,2-dihydroquinoline-3-carboxylic acid). Yield: 13.5%. Starting materials: ClC1=C(C=O)C(=CC=C1)NC(C)C (2-chloro-6-(isopropylamino)benzaldehyde), C(CN)N (ethylenediamine), C(C)(=O)O (acetic acid), CC1(OC(=O)CC(=O)O1)C (Meldrum's acid). Run at time 16 hour. Run in CO (methanol). Product: CCCCCCN1Cc2cc3ccccc3n2Cc2ccccc21. As a reaction SMILES: [Al+3:27].[CH2:1]([CH2:2][CH2:3][CH2:4][CH2:5][CH3:6])[N:7]1[C:8](=[O:25])[c:9]2[n:10]([c:18]3[cH:19][cH:20][cH:21][cH:22][c:23]3[cH:24]2)[CH2:11][c:12]2[c:13]1[cH:14][cH:15][cH:16][cH:17]2.[CH2:32]1[O:33][CH2:34][CH2:35][CH2:36]1.[H-:26].[H-:29].[H-:30].[H-:31].[Li+:28].[Na+:38].[OH-:37].[OH2:39]>>[CH2:1]([CH2:2][CH2:3][CH2:4][CH2:5][CH3:6])[N:7]1[CH2:8][c:9]2[n:10]([c:18]3[cH:19][cH:20][cH:21][cH:22][c:23]3[cH:24]2)[CH2:11][c:12]2[c:13]1[cH:14][cH:15][cH:16][cH:17]2. The reactants are [Al+3], CCCCCCN1C(=O)c2cc3ccccc3n2Cc2ccccc21, C1CCOC1, [H-], [H-], [H-], [H-], [Li+], [Na+], [OH-], O. Starting materials: C(C=C(C)C)Br (prenyl bromide), CC=1OCCN1 (2-methyl-oxazoline), CCCC[O-].[Na+] (sodium butylate). As a reaction SMILES: [CH2:1](Br)[CH:2]=[C:3]([CH3:5])[CH3:4].[CH3:7][C:8]1[O:9][CH2:10][CH2:11][N:12]=1.[CH3:13][CH2:14][CH2:15][CH2:16][O-:17].[Na+]>C(Cl)Cl.C(O)CCC>[CH2:16]([O:17][C:8]1([CH3:7])[N:12]([CH2:1][CH:2]=[C:3]([CH3:5])[CH3:4])[CH2:11][CH2:10][O:9]1)[CH2:15][CH2:14][CH3:13] |f:2.3|. Solvent: C(Cl)Cl (methylene chloride), C(CCC)O (n-butanol). Procedure details: 14.9 g (0.1 mol) of prenyl bromide and 8.5 g (0.1 mol) of 2-methyl-oxazoline were stirred in 50 ml of methylene chloride at 25° C. for 2 hours and the mixture was treated with 0.11 mol of a sodium butylate solution in n-butanol at 40° C. for 1 hour and worked up in the customary manner. 13.4 g (59 mmols, 59%) of 2-butoxy-2-methyl-3-(3-methyl-2-butenyl)-oxazolidine were obtained by distillation at a boiling point 78°-80° C./0.3 mm Hg. Product: C(CCC)OC1(OCCN1CC=C(C)C)C (2-butoxy-2-methyl-3-(3-methyl-2-butenyl)-oxazolidine). The yield is 59.0%. Starting materials: CN(C)C=O, C1CCC(NC2CCCCC2)CC1, O=C1c2c(Cl)cccc2-n2cnc(-c3noc(CCl)n3)c2C2CCN12. The product is O=C1c2c(Cl)cccc2-n2cnc(-c3noc(CN(C4CCCCC4)C4CCCCC4)n3)c2C2CCN12. As a reaction SMILES: [CH3:39][N:40]([CH3:41])[CH:42]=[O:43].[CH:26]1([NH:32][CH:33]2[CH2:34][CH2:35][CH2:36][CH2:37][CH2:38]2)[CH2:27][CH2:28][CH2:29][CH2:30][CH2:31]1.[Cl:1][c:2]1[cH:3][cH:4][cH:5][c:6]2[c:7]1[C:8](=[O:25])[N:9]1[CH:10]([c:11]3[n:12]-2[cH:13][n:14][c:15]3-[c:16]2[n:17][o:18][c:19]([CH2:21][Cl:22])[n:20]2)[CH2:23][CH2:24]1>>[Cl:1][c:2]1[cH:3][cH:4][cH:5][c:6]2[c:7]1[C:8](=[O:25])[N:9]1[CH:10]([c:11]3[n:12]-2[cH:13][n:14][c:15]3-[c:16]2[n:17][o:18][c:19]([CH2:21][N:32]([CH:26]3[CH2:27][CH2:28][CH2:29][CH2:30][CH2:31]3)[CH:33]3[CH2:34][CH2:35][CH2:36][CH2:37][CH2:38]3)[n:20]2)[CH2:23][CH2:24]1.